describe an organic reaction: reactants, conditions, products, and yield From a dataset of the Open Reaction Database (ORD), a public repository of structured organic reaction records. The reactants are CC(=O)[O-], O=[N+]([O-])c1cc(Cl)cc(Cl)c1, [K+], N#N, CN(C)C=O, c1cscn1, c1ccc(P(c2ccccc2)(c2ccccc2)[Pd](P(c2ccccc2)(c2ccccc2)c2ccccc2)(P(c2ccccc2)(c2ccccc2)c2ccccc2)P(c2ccccc2)(c2ccccc2)c2ccccc2)cc1. Yields the product O=[N+]([O-])c1cc(Cl)cc(-c2cncs2)c1. RXN SMILES: [CH3:20][C:21](=[O:22])[O-:23].[Cl:3][c:4]1[cH:5][c:6]([N+:11](=[O:12])[O-:13])[cH:7][c:8]([Cl:10])[cH:9]1.[K+:19].[N:1]#[N:2].[O:24]=[CH:25][N:26]([CH3:27])[CH3:28].[cH:14]1[cH:15][s:16][cH:17][n:18]1.[cH:29]1[cH:30][cH:31][c:32]([P:33]([Pd:34]([P:35]([c:36]2[cH:37][cH:38][cH:39][cH:40][cH:41]2)([c:42]2[cH:43][cH:44][cH:45][cH:46][cH:47]2)[c:48]2[cH:49][cH:50][cH:51][cH:52][cH:53]2)([P:54]([c:55]2[cH:56][cH:57][cH:58][cH:59][cH:60]2)([c:61]2[cH:62][cH:63][cH:64][cH:65][cH:66]2)[c:67]2[cH:68][cH:69][cH:70][cH:71][cH:72]2)[P:73]([c:74]2[cH:75][cH:76][cH:77][cH:78][cH:79]2)([c:80]2[cH:81][cH:82][cH:83][cH:84][cH:85]2)[c:86]2[cH:87][cH:88][cH:89][cH:90][cH:91]2)([c:92]2[cH:93][cH:94][cH:95][cH:96][cH:97]2)[c:98]2[cH:99][cH:100][cH:101][cH:102][cH:103]2)[cH:104][cH:105]1>>[c:4]1(-[c:15]2[cH:14][n:18][cH:17][s:16]2)[cH:5][c:6]([N+:11](=[O:12])[O-:13])[cH:7][c:8]([Cl:10])[cH:9]1. Starting materials: C(C)(C)OC(C)C (diisopropyl ether), FC(C(=O)O)(F)F (Trifluoroacetic acid), NC=1SC=C(N1)C(C(=O)NC1[C@@H]2N(C(=C(CS2)C=C)C(=O)OCOC(C(C)(C)C)=O)C1=O)=NOCC(=O)OC(C1=CC=CC=C1)C1=CC=CC=C1 (pivaloyloxymethyl 7-[2-(2-aminothiazol-4-yl)-2-benzhydryloxycarbonylmethoxyiminoacetamido]-3-vinyl-3-cephem-4-carboxylate), C1(=CC=CC=C1)OC (anisole). Solvent: C(Cl)Cl (methylene chloride). The product is NC=1SC=C(N1)C(C(=O)NC1[C@@H]2N(C(=C(CS2)C=C)C(=O)OCOC(C(C)(C)C)=O)C1=O)=NOCC(=O)O (pivaloyloxymethyl 7-[2-(2-aminothiazol-4-yl)-2-carboxymethoxyiminoacetamido]-3-vinyl-3-cephem-4-carboxylate). Yield: 74.4%. As a reaction SMILES: FC(F)(F)C(O)=O.[NH2:8][C:9]1[S:10][CH:11]=[C:12]([C:14](=[N:40][O:41][CH2:42][C:43]([O:45]C(C2C=CC=CC=2)C2C=CC=CC=2)=[O:44])[C:15]([NH:17][CH:18]2[C:38](=[O:39])[N:20]3[C:21]([C:27]([O:29][CH2:30][O:31][C:32](=[O:37])[C:33]([CH3:36])([CH3:35])[CH3:34])=[O:28])=[C:22]([CH:25]=[CH2:26])[CH2:23][S:24][C@H:19]23)=[O:16])[N:13]=1.C1(OC)C=CC=CC=1.C(OC(C)C)(C)C>C(Cl)Cl>[NH2:8][C:9]1[S:10][CH:11]=[C:12]([C:14](=[N:40][O:41][CH2:42][C:43]([OH:45])=[O:44])[C:15]([NH:17][CH:18]2[C:38](=[O:39])[N:20]3[C:21]([C:27]([O:29][CH2:30][O:31][C:32](=[O:37])[C:33]([CH3:34])([CH3:35])[CH3:36])=[O:28])=[C:22]([CH:25]=[CH2:26])[CH2:23][S:24][C@H:19]23)=[O:16])[N:13]=1. Procedure: Trifluoroacetic acid (5.75 g) was added to a solution of pivaloyloxymethyl 7-[2-(2-aminothiazol-4-yl)-2-benzhydryloxycarbonylmethoxyiminoacetamido]-3-vinyl-3-cephem-4-carboxylate (syn isomer) (3.7 g) in methylene chloride (14.8 ml) and anisole (1.09 g) under ice-cooling, and the mixture was stirred for an hour at ambient temperature. Then the reaction mixture was added dropwise to diisopropyl ether (160 ml). The precipitates were collected by filtration and washed with diisopropyl ether, followe... The product is COC(=O)C(Cc1ccc(-c2ccc(C#N)cc2)cc1)NC(=O)C1Cc2cc3c(cc2CN1S(=O)(=O)c1ccccc1[N+](=O)[O-])OC(c1ccc(OCc2ccc(Cl)c(Cl)c2)cc1)CO3. Reaction SMILES: [CH3:1][O:2][C:3]([CH:4]([CH2:5][c:6]1[cH:7][cH:8][c:9](-[c:12]2[cH:13][cH:14][c:15]([C:18]#[N:19])[cH:16][cH:17]2)[cH:10][cH:11]1)[NH:20][C:21](=[O:22])[CH:23]1[NH:24][CH2:25][c:26]2[cH:27][c:28]3[c:29]([cH:30][c:31]2[CH2:32]1)[O:33][CH2:34][CH:35]([c:37]1[cH:38][cH:39][c:40]([O:43][CH2:44][c:45]2[cH:46][c:47]([Cl:52])[c:48]([Cl:51])[cH:49][cH:50]2)[cH:41][cH:42]1)[O:36]3)=[O:53].[N+:54](=[O:55])([O-:56])[c:57]1[c:58]([S:63](=[O:64])(=[O:65])[Cl:66])[cH:59][cH:60][cH:61][cH:62]1>>[CH3:1][O:2][C:3]([CH:4]([CH2:5][c:6]1[cH:7][cH:8][c:9](-[c:12]2[cH:13][cH:14][c:15]([C:18]#[N:19])[cH:16][cH:17]2)[cH:10][cH:11]1)[NH:20][C:21](=[O:22])[CH:23]1[N:24]([S:63]([c:58]2[c:57]([N+:54](=[O:55])[O-:56])[cH:62][cH:61][cH:60][cH:59]2)(=[O:64])=[O:65])[CH2:25][c:26]2[cH:27][c:28]3[c:29]([cH:30][c:31]2[CH2:32]1)[O:33][CH2:34][CH:35]([c:37]1[cH:38][cH:39][c:40]([O:43][CH2:44][c:45]2[cH:46][c:47]([Cl:52])[c:48]([Cl:51])[cH:49][cH:50]2)[cH:41][cH:42]1)[O:36]3)=[O:53]. The reactants are COC(=O)C(Cc1ccc(-c2ccc(C#N)cc2)cc1)NC(=O)C1Cc2cc3c(cc2CN1)OC(c1ccc(OCc2ccc(Cl)c(Cl)c2)cc1)CO3, O=[N+]([O-])c1ccccc1S(=O)(=O)Cl. Reactants: CC(C)C(NC(=O)OC(C)(C)C)C(=O)O, CN1CCCCC1, CC(C)COC(=O)Cl, ClCCl, O, CC(N)c1c[nH]c2ccccc12. The product is CC(NC(=O)C(NC(=O)OC(C)(C)C)C(C)C)c1c[nH]c2ccccc12. Reaction SMILES: [C:8]([CH3:9])([CH3:10])([CH3:11])[O:12][C:13](=[O:14])[NH:15][CH:16]([CH:17]([CH3:18])[CH3:19])[C:20](=[O:21])[OH:22].[CH3:1][N:2]1[CH2:3][CH2:4][CH2:5][CH2:6][CH2:7]1.[Cl:23][C:24]([O:25][CH2:26][CH:27]([CH3:28])[CH3:29])=[O:30].[Cl:43][CH2:44][Cl:45].[OH2:46].[nH:31]1[cH:32][c:33]([CH:40]([CH3:41])[NH2:42])[c:34]2[cH:35][cH:36][cH:37][cH:38][c:39]12>>[C:8]([CH3:9])([CH3:10])([CH3:11])[O:12][C:13](=[O:14])[NH:15][CH:16]([CH:17]([CH3:18])[CH3:19])[C:20](=[O:22])[NH:42][CH:40]([c:33]1[cH:32][nH:31][c:39]2[c:34]1[cH:35][cH:36][cH:37][cH:38]2)[CH3:41].